Dataset: the Open Reaction Database (ORD), a public repository of structured organic reaction records. Task: describe an organic reaction: reactants, conditions, products, and yield Reactants: CCN(C(C)C)C(C)C, NS(=O)(=O)c1cc(F)c(F)cc1Cl, NCC1CCOCC1, C1COCCO1. Product: NS(=O)(=O)c1cc(F)c(NCC2CCOCC2)cc1Cl. Reaction SMILES: [CH:22]([N:23]([CH2:24][CH3:25])[CH:26]([CH3:27])[CH3:28])([CH3:29])[CH3:30].[Cl:1][c:2]1[c:3]([S:10](=[O:11])(=[O:12])[NH2:13])[cH:4][c:5]([F:9])[c:6]([F:8])[cH:7]1.[O:14]1[CH2:15][CH2:16][CH:17]([CH2:20][NH2:21])[CH2:18][CH2:19]1.[O:31]1[CH2:32][CH2:33][O:34][CH2:35][CH2:36]1>>[Cl:1][c:2]1[c:3]([S:10](=[O:11])(=[O:12])[NH2:13])[cH:4][c:5]([F:9])[c:6]([NH:21][CH2:20][CH:17]2[CH2:16][CH2:15][O:14][CH2:19][CH2:18]2)[cH:7]1. The reactants are CCO, Cc1c(C)c2c(c(C)c1NC(=O)c1ccc(F)cc1)C(c1ccc(F)cc1)C(C)(C)O2. The product is Cc1c(C)c2c(c(C)c1NCc1ccc(F)cc1)C(c1ccc(F)cc1)C(C)(C)O2. As a reaction SMILES: [CH3:32][CH2:33][OH:34].[F:1][c:2]1[cH:3][cH:4][c:5]([C:6](=[O:7])[NH:8][c:9]2[c:10]([CH3:29])[c:11]([CH3:28])[c:12]3[c:13]([c:26]2[CH3:27])[CH:14]([c:19]2[cH:20][cH:21][c:22]([F:25])[cH:23][cH:24]2)[C:15]([CH3:17])([CH3:18])[O:16]3)[cH:30][cH:31]1>>[F:1][c:2]1[cH:3][cH:4][c:5]([CH2:6][NH:8][c:9]2[c:10]([CH3:29])[c:11]([CH3:28])[c:12]3[c:13]([c:26]2[CH3:27])[CH:14]([c:19]2[cH:20][cH:21][c:22]([F:25])[cH:23][cH:24]2)[C:15]([CH3:17])([CH3:18])[O:16]3)[cH:30][cH:31]1. Starting materials: CC(=O)OCc1ccccc1-c1cc(-c2ccccc2)on1, CCO, [Na+], [OH-]. The product is OCc1ccccc1-c1cc(-c2ccccc2)on1. Reaction SMILES: [C:1](=[O:2])([CH3:3])[O:4][CH2:5][c:6]1[c:7](-[c:12]2[n:13][o:14][c:15](-[c:17]3[cH:18][cH:19][cH:20][cH:21][cH:22]3)[cH:16]2)[cH:8][cH:9][cH:10][cH:11]1.[CH3:25][CH2:26][OH:27].[Na+:24].[OH-:23]>>[OH:4][CH2:5][c:6]1[c:7](-[c:12]2[n:13][o:14][c:15](-[c:17]3[cH:18][cH:19][cH:20][cH:21][cH:22]3)[cH:16]2)[cH:8][cH:9][cH:10][cH:11]1. Starting materials: aqueous solution, CCN1/C(=N/N=C/2\SC3=C(N2CC)C=CC(=C3)S(=O)(=O)[O-])/SC4=C1C=CC(=C4)S(=O)(=O)[O-].[NH4+].[NH4+] (ABTS), C(CC(O)(C(=O)O)CC(=O)O)(=O)O (citric acid), P(=O)(O)([O-])[O-].[K+].[K+].C(CC(O)(C(=O)O)CC(=O)O)(=O)O (dipotassium hydrogen phosphate citric acid), P(=O)(O)(O)[O-].[K+] (potassium dihydrogen phosphate), COC=1C=C(C=CC1OC)C (3,4-dimethoxytoluene). Run in C(C)O (ethanol). Reaction conditions: time 10 minute. Yields the product COC=1C=C(C=O)C=CC1OC (3,4-dimethoxybenzaldehyde), COC=1C=C(CO)C=CC1OC (3,4-dimethoxybenzyl alcohol). RXN SMILES: P([O-])([O-])(O)=O.[K+].[K+].C(O)(=O)CC(CC(O)=O)(C(O)=O)[OH:11].P([O-])(O)(O)=O.[K+].C(O)(=O)CC(CC(O)=O)(C(O)=O)[OH:30].[CH3:40][O:41][C:42]1[CH:43]=[C:44]([CH3:50])[CH:45]=[CH:46][C:47]=1[O:48][CH3:49].CCN1C2C=CC(S([O-])(=O)=O)=CC=2S/C/1=N\N=C1/SC2C=C(S([O-])(=O)=O)C=CC=2N/1CC.[NH4+].[NH4+]>C(O)C>[CH3:40][O:41][C:42]1[CH:43]=[C:44]([CH:45]=[CH:46][C:47]=1[O:48][CH3:49])[CH:50]=[O:11].[CH3:40][O:41][C:42]1[CH:43]=[C:44]([CH:45]=[CH:46][C:47]=1[O:48][CH3:49])[CH2:50][OH:30] |f:0.1.2.3,4.5,8.9.10|. Procedure details: 22 ml of a dipotassium hydrogen phosphate/citric acid buffer solution of pH 4.5 (prepared by titrating a 0.2 M potassium dihydrogen phosphate solution with a 0.1 M citric acid solution and diluting to 1/4) were treated at 45° C. with 243 mg (1.60 mmol) of 3,4-dimethoxytoluene in 1 ml of ethanol. 0.180 mmol of a mediator (Table 1) was added with stirring. After approx. 10 minutes, the mixture was treated with 5 ml of an aqueous solution of 2 mg/ml laccase from Trametes versicolor (specific activi... Reactants: O=C(c1ccc(Cl)cc1)c1ccc(CS)cc1, FC(F)Cl, [K+], C1COCCO1, [OH-], O. The product is O=C(c1ccc(Cl)cc1)c1ccc(CSC(F)F)cc1. As a reaction SMILES: [Cl:1][c:2]1[cH:3][cH:4][c:5]([C:6](=[O:7])[c:8]2[cH:9][cH:10][c:11]([CH2:14][SH:15])[cH:12][cH:13]2)[cH:16][cH:17]1.[F:26][CH:27]([F:28])[Cl:29].[K+:19].[O:20]1[CH2:21][CH2:22][O:23][CH2:24][CH2:25]1.[OH-:18].[OH2:30]>>[Cl:1][c:2]1[cH:3][cH:4][c:5]([C:6](=[O:7])[c:8]2[cH:9][cH:10][c:11]([CH2:14][S:15][CH:27]([F:26])[F:28])[cH:12][cH:13]2)[cH:16][cH:17]1. Reactants: CC1=CC=C(C=C1)N1CCNCC1 (1-(4-methylphenyl)piperazine), ClCCC1CN(C(O1)=O)C (5-(2-chloroethyl)-3-methyl-2-oxazolidinone), C([O-])([O-])=O.[Na+].[Na+] (sodium carbonate), [I-].[K+] (potassium iodide). Run in C(CCC)O (1-butanol), CC(C)O (2-propanol). The product is CN1C(OC(C1)CCN1CCN(CC1)C1=CC=C(C=C1)C)=O (3-Methyl-5-[2-[4-(4-methylphenyl)-1-piperazinyl]ethyl]-2-oxazolidinone). Yield: 69.2%. Reaction SMILES: [CH3:1][C:2]1[CH:7]=[CH:6][C:5]([N:8]2[CH2:13][CH2:12][NH:11][CH2:10][CH2:9]2)=[CH:4][CH:3]=1.Cl[CH2:15][CH2:16][CH:17]1[O:21][C:20](=[O:22])[N:19]([CH3:23])[CH2:18]1.C(=O)([O-])[O-].[Na+].[Na+].[I-].[K+]>C(O)CCC.CC(O)C>[CH3:23][N:19]1[CH2:18][CH:17]([CH2:16][CH2:15][N:11]2[CH2:12][CH2:13][N:8]([C:5]3[CH:4]=[CH:3][C:2]([CH3:1])=[CH:7][CH:6]=3)[CH2:9][CH2:10]2)[O:21][C:20]1=[O:22] |f:2.3.4,5.6|. Procedure details: This compound was prepared according to the procedure of Example 2. A mixture of 3.5 g (0.02 mol) of 1-(4-methylphenyl)piperazine, 3.3 g (0.02 mol) of 5-(2-chloroethyl)-3-methyl-2-oxazolidinone, 6.4 g (0.06 mol) of anhydrous sodium carbonate and 0.3 g of potassium iodide in 100 mL of 1-butanol gave 4.2 g (69%) of white solid, mp 96°-97° C. (2-propanol).